This data is from the Open Reaction Database (ORD), a public repository of structured organic reaction records. The task is: describe an organic reaction: reactants, conditions, products, and yield Starting materials: Cl.ClC1=CC=C(C(C2=CC=CC=C2)N)C=C1 (4-chlorobenzhydrylamine hydrochloride), C(C)O (ethanol). RXN SMILES: Cl.[Cl:2][C:3]1[CH:16]=[CH:15][C:6]([CH:7]([NH2:14])[C:8]2[CH:13]=[CH:12][CH:11]=[CH:10][CH:9]=2)=[CH:5][CH:4]=1.[CH2:17](O)[CH3:18]>COC1CCCCCN=1>[ClH:2].[Cl:2][C:3]1[CH:4]=[CH:5][C:6]([CH:7]([N:14]=[C:18]2[CH2:17][CH2:4][CH2:5][CH2:6][CH2:7][NH:14]2)[C:8]2[CH:13]=[CH:12][CH:11]=[CH:10][CH:9]=2)=[CH:15][CH:16]=1 |f:0.1,4.5|. Product: Cl.ClC1=CC=C(C(C2=CC=CC=C2)N=C2NCCCCC2)C=C1 (2-[(p-Chloro-α-phenylbenzyl)imino]hexahydroazepine hydrochloride). Procedure details: A slurry of 12.0 g of 4-chlorobenzhydrylamine hydrochloride in 23 ml of O-methylcaprolactim was allowed to stand at room temperature for 3 days and was stirred occasionally with a glass rod. At first, the mixture became nearly homogeneous and then it began to solidify. Small amounts of anhydrous ethanol were added to keep the mixture in a stirrable slurry. The mixture was then cooled, the solid was collected and washed with ether and was recrystallyzed twice from methanol-acetone to give 11.7 g ... Reaction conditions: time 3 day. Solvent: COC=1CCCCCN1 (O-methylcaprolactim). The reactants are CCCCOc1ccccc1N, CCOC(=O)c1cnc(SC)[nH]c1=O, c1ccncc1. Yields the product CCCCOc1ccccc1Nc1ncc(C(=O)OCC)c(=O)[nH]1. Reaction SMILES: [CH2:15]([CH2:16][CH2:17][CH3:18])[O:19][c:20]1[c:21]([NH2:22])[cH:23][cH:24][cH:25][cH:26]1.[CH3:1][S:2][c:3]1[nH:4][c:5](=[O:14])[c:6]([C:9](=[O:10])[O:11][CH2:12][CH3:13])[cH:7][n:8]1.[cH:27]1[cH:28][cH:29][n:30][cH:31][cH:32]1>>[c:3]1([NH:22][c:21]2[c:20]([O:19][CH2:15][CH2:16][CH2:17][CH3:18])[cH:26][cH:25][cH:24][cH:23]2)[nH:4][c:5](=[O:14])[c:6]([C:9](=[O:10])[O:11][CH2:12][CH3:13])[cH:7][n:8]1.